Dataset: the Open Reaction Database (ORD), a public repository of structured organic reaction records. Task: describe an organic reaction: reactants, conditions, products, and yield Starting materials: O=C1CCC(=O)N1Br, Cc1cnc2ccnn2c1-c1cccnc1, ClCCl, [Na+], [OH-]. The product is Cc1cnc2c(Br)cnn2c1-c1cccnc1. Reaction SMILES: [Br:17][N:18]1[C:19](=[O:20])[CH2:21][CH2:22][C:23]1=[O:24].[CH3:1][c:2]1[cH:3][n:4][c:5]2[n:6]([c:7]1-[c:8]1[cH:9][n:10][cH:11][cH:12][cH:13]1)[n:14][cH:15][cH:16]2.[Cl:27][CH2:28][Cl:29].[Na+:26].[OH-:25]>>[CH3:1][c:2]1[cH:3][n:4][c:5]2[n:6]([c:7]1-[c:8]1[cH:9][n:10][cH:11][cH:12][cH:13]1)[n:14][cH:15][c:16]2[Br:17]. The reactants are C1(=CC=CC=C1)S(=O)(=O)CCCC1C(CCCCCCCCCC1)=O (2-(3-phenylsulfonyl-prop-1-yl)-cyclododecanone), CC(C)([O-])C.[K+] (potassium tert-butoxide), O (water), O (water), CCOCC (ether). Run in C1(=CC=CC=C1)C (toluene). The product is C12=CCCCCCCCCCC2=CCC1 (Bicyclo[10.3.0]pentadeca-1,12-diene). Yield: 83.2%. Reaction SMILES: C1(S([CH2:10][CH2:11][CH2:12][CH:13]2[CH2:24][CH2:23][CH2:22][CH2:21][CH2:20][CH2:19][CH2:18][CH2:17][CH2:16][CH2:15][C:14]2=O)(=O)=O)C=CC=CC=1.CC(C)([O-])C.[K+].O.CCOCC>C1(C)C=CC=CC=1>[C:13]12[CH2:12][CH2:11][CH:10]=[C:14]1[CH2:15][CH2:16][CH2:17][CH2:18][CH2:19][CH2:20][CH2:21][CH2:22][CH2:23][CH:24]=2 |f:1.2|. Procedure: 0.728 g (2 mmole) of 2-(3-phenylsulfonyl-prop-1-yl)-cyclododecanone and 0.560 g (5 mmole) of potassium tert-butoxide in 8 ml of toluene were heated to reflux for 1 hour in a reaction vessel fitted with a water separator. After cooling to 10°, addition of water (15 ml), extraction with ether (2×15 ml), washing of the organic layer with brine (15 ml), then with water, drying over Na2SO4, evaporation and final distillation (0.02 Torr--bath temperature: 140°) there were isolated 0.340 g (83% yield) ... The reactants are OCCN=C(C=1C(C(=O)O)=C(C(=C(C1Cl)Cl)Cl)Cl)O (tetrachlorophthalic acid N-2-hydroxyethylimide), CC1=CC=C(C=C1)S (p-thiocresol), C([O-])([O-])=O.[K+].[K+] (potassium carbonate). Run in CN(C=O)C (N,N-dimethylformamide). The product is OCCN=C(C=1C(C(=O)O)=C(C(=C(C1SC1=CC=C(C=C1)C)SC1=CC=C(C=C1)C)SC1=CC=C(C=C1)C)SC1=CC=C(C=C1)C)O (Tetrakis-(p-toluylthio)-phthalic acid N-2-hydroxyethylimide). Reaction SMILES: [OH:1][CH2:2][CH2:3][N:4]=[C:5]([OH:19])[C:6]1[C:7](=[C:11](Cl)[C:12](Cl)=[C:13](Cl)[C:14]=1Cl)[C:8]([OH:10])=[O:9].[CH3:20][C:21]1[CH:26]=[CH:25][C:24]([SH:27])=[CH:23][CH:22]=1.C(=O)([O-])[O-].[K+].[K+]>CN(C)C=O>[OH:1][CH2:2][CH2:3][N:4]=[C:5]([OH:19])[C:6]1[C:7](=[C:11]([S:27][C:24]2[CH:25]=[CH:26][C:21]([CH3:20])=[CH:22][CH:23]=2)[C:12]([S:27][C:24]2[CH:25]=[CH:26][C:21]([CH3:20])=[CH:22][CH:23]=2)=[C:13]([S:27][C:24]2[CH:25]=[CH:26][C:21]([CH3:20])=[CH:22][CH:23]=2)[C:14]=1[S:27][C:24]1[CH:25]=[CH:26][C:21]([CH3:20])=[CH:22][CH:23]=1)[C:8]([OH:10])=[O:9] |f:2.3.4|. Procedure: 2 g (6.08 millimols) of tetrachlorophthalic acid N-2-hydroxyethylimide, 3.1 g (24.93 millimols) of p-thiocresol, 5.08 g (36.78 millimols) of potassium carbonate and 20 ml of N,N-dimethylformamide are stirred at 25° C. for 1 hour. After evaporation, the residue is acidified with dilute HCl solution and extracted with methylene chloride. After recrystallisation from toluene/cyclohexane, 3.21 g (78% of theory) of the title compound are obtained; melting point 161°-2° C. Starting materials: N1=C(C=CC=C1)C1=C(C=CC=C1)SC1=NC2=C(N1)C=CC=C2 (2-[2-(2-Pyridyl)-phenyl thio]-1H-benzimidazole), [H-].[Na+] (sodium hydride), ice water, ClC(=O)OCC1=CC=CC=C1 (benzyl chloroformate). The solvent is CN(C=O)C (dimethylformamide). Conditions: time 20 minute. Product: N1=C(C=CC=C1)C1=C(C=CC=C1)SC1=NC2=C(N1C(=O)OCC1=CC=CC=C1)C=CC=C2 (Phenylmethyl 2-[2-(2-pyridyl)-phenyl thio]benzimidazole-1-carboxylate). RXN SMILES: [N:1]1[CH:6]=[CH:5][CH:4]=[CH:3][C:2]=1[C:7]1[CH:12]=[CH:11][CH:10]=[CH:9][C:8]=1[S:13][C:14]1[NH:18][C:17]2[CH:19]=[CH:20][CH:21]=[CH:22][C:16]=2[N:15]=1.[H-].[Na+].Cl[C:26]([O:28][CH2:29][C:30]1[CH:35]=[CH:34][CH:33]=[CH:32][CH:31]=1)=[O:27]>CN(C)C=O>[N:1]1[CH:6]=[CH:5][CH:4]=[CH:3][C:2]=1[C:7]1[CH:12]=[CH:11][CH:10]=[CH:9][C:8]=1[S:13][C:14]1[N:15]([C:26]([O:28][CH2:29][C:30]2[CH:35]=[CH:34][CH:33]=[CH:32][CH:31]=2)=[O:27])[C:16]2[CH:22]=[CH:21][CH:20]=[CH:19][C:17]=2[N:18]=1 |f:1.2|. Procedure: 2-[2-(2-Pyridyl)-phenyl thio]-1H-benzimidazole (0.825 mmole) in anhydrous dimethylformamide (15 ml) was treated under nitrogen with sodium hydride (0.90 mmole). The mixture was stirred for 20 minutes at room temperature, cooled to 5° and benzyl chloroformate (0.90 mmole) was added. The mixture was allowed to attain room temperature, then stirred for 18 hours after which it was poured into ice/water and extracted with ethyl acetate (2×15 ml). The combined extracts were washed with water, dried (M... Starting materials: solution, B (boron hydride), BrC1=CC=C(C=C1)CCC(=O)O (3-(4-bromophenyl)propionic acid). Solvent: C1CCOC1 (THF), C1CCOC1 (THF). Run at time 8 hour. Yields the product BrC1=CC=C(C=C1)CCCO (3-(4-bromophenyl)propan-1-ol). Reaction SMILES: [Br:1][C:2]1[CH:7]=[CH:6][C:5]([CH2:8][CH2:9][C:10](O)=[O:11])=[CH:4][CH:3]=1.B>C1COCC1>[Br:1][C:2]1[CH:3]=[CH:4][C:5]([CH2:8][CH2:9][CH2:10][OH:11])=[CH:6][CH:7]=1. Procedure: 30.0 g (0.128 mol) of 3-(4-bromophenyl)propionic acid are initially introduced in 300 ml of THF, and 257 ml (0.257 mol) of a 1 M solution of boron hydride in THF are added dropwise with ice cooling. The batch is left to stir overnight at room temp., carefully hydrolysed with cooling, and extracted three times with MTB ether. The combined org. phases are washed with sat. sodium chloride solution and dried over sodium sulfate. The solvent is removed in vacuo, and the residue is filtered through si... Starting materials: O=S(=O)(OC1=CCCCC1)C(F)(F)F, CC1(C)OB(c2ccc3c(c2)C=C(COc2ccc(F)c(C(N)=O)c2F)C3)OC1(C)C, [K+], [K+], [K+], CN(C)C=O, O, O=P([O-])([O-])[O-]. Product: NC(=O)c1c(F)ccc(OCC2=Cc3cc(C4=CCCCC4)ccc3C2)c1F. RXN SMILES: [C:32]1([O:38][S:39]([C:40]([F:41])([F:42])[F:43])(=[O:44])=[O:45])=[CH:33][CH2:34][CH2:35][CH2:36][CH2:37]1.[F:1][c:2]1[c:3]([C:4](=[O:5])[NH2:6])[c:7]([F:31])[cH:8][cH:9][c:10]1[O:11][CH2:12][C:13]1=[CH:21][c:20]2[c:15]([cH:16][cH:17][c:18]([B:22]3[O:23][C:24]([CH3:25])([CH3:26])[C:27]([CH3:28])([CH3:29])[O:30]3)[cH:19]2)[CH2:14]1.[K+:51].[K+:52].[K+:53].[O:54]=[CH:55][N:56]([CH3:57])[CH3:58].[OH2:59].[P:46]([O-:47])([O-:48])([O-:49])=[O:50]>>[F:1][c:2]1[c:3]([C:4](=[O:5])[NH2:6])[c:7]([F:31])[cH:8][cH:9][c:10]1[O:11][CH2:12][C:13]1=[CH:21][c:20]2[c:15]([cH:16][cH:17][c:18]([C:32]3=[CH:33][CH2:34][CH2:35][CH2:36][CH2:37]3)[cH:19]2)[CH2:14]1. Procedure: The title compound (260 mg) was prepared in substantially the same manner as in step c) of Synthesis Example 1, except that 187 mg of 7-(thiazol-5-yl)carbonylimidazo[5,1-b]thiazole, 0.235 ml of tri-n-butylstannyl chloride, and 1.2 ml of a 1.0 N lithium bis(trimethylsilyl)amide/THF solution were used as the starting materials. The reactants are S1C=NC=C1C(=O)C=1N=CN2C1SC=C2 (7-(thiazol-5-yl)carbonylimidazo[5,1-b]thiazole), C(CCC)[Sn](CCCC)(CCCC)Cl (tri-n-butylstannyl chloride), C[Si](C)(C)[N-][Si](C)(C)C.[Li+].C1CCOC1 (lithium bis(trimethylsilyl)amide THF). The product is S1C=NC=C1C(=O)C=1N=CN2C1SC(=C2)[Sn](CCCC)(CCCC)CCCC (7-(Thiazol-5-yl)carbonyl-2-(tri-n-butylstannyl)imidazo[5,1-b]thiazole). Reaction SMILES: [S:1]1[C:5]([C:6]([C:8]2[N:9]=[CH:10][N:11]3[CH:15]=[CH:14][S:13][C:12]=23)=[O:7])=[CH:4][N:3]=[CH:2]1.[CH2:16]([Sn:20](Cl)([CH2:25][CH2:26][CH2:27][CH3:28])[CH2:21][CH2:22][CH2:23][CH3:24])[CH2:17][CH2:18][CH3:19].C[Si]([N-][Si](C)(C)C)(C)C.[Li+].C1COCC1>>[S:1]1[C:5]([C:6]([C:8]2[N:9]=[CH:10][N:11]3[CH:15]=[C:14]([Sn:20]([CH2:21][CH2:22][CH2:23][CH3:24])([CH2:25][CH2:26][CH2:27][CH3:28])[CH2:16][CH2:17][CH2:18][CH3:19])[S:13][C:12]=23)=[O:7])=[CH:4][N:3]=[CH:2]1 |f:2.3.4|.